This data is from the Open Reaction Database (ORD), a public repository of structured organic reaction records. The task is: describe an organic reaction: reactants, conditions, products, and yield Reactants: CO, Cl, COC(=O)c1ccc2cc(C(C)(O)C(F)(F)F)ccc2c1, [Na+], [OH-]. Yields the product CC(O)(c1ccc2cc(C(=O)O)ccc2c1)C(F)(F)F. As a reaction SMILES: [CH3:25][OH:26].[ClH:24].[F:3][C:4]([C:5]([CH3:6])([OH:7])[c:8]1[cH:9][c:10]2[cH:11][cH:12][c:13]([C:18](=[O:19])[O:20][CH3:21])[cH:14][c:15]2[cH:16][cH:17]1)([F:22])[F:23].[Na+:2].[OH-:1]>>[F:3][C:4]([C:5]([CH3:6])([OH:7])[c:8]1[cH:9][c:10]2[cH:11][cH:12][c:13]([C:18](=[O:19])[OH:20])[cH:14][c:15]2[cH:16][cH:17]1)([F:22])[F:23]. Reaction SMILES: [Cl:1][C:2]1[CH:3]=[C:4]([CH:10]=[CH:11][CH:12]=1)[O:5][CH2:6][C:7](Cl)=[O:8].Cl.[CH3:14][N:15]1[CH2:20][CH2:19][N:18]([C:21]2[CH:26]=[C:25]([C:27]3[CH:36]=[C:35]4[C:30]([CH2:31][CH2:32][NH:33][CH2:34]4)=[CH:29][CH:28]=3)[N:24]=[C:23]([NH2:37])[N:22]=2)[CH2:17][CH2:16]1>>[Cl:1][C:2]1[CH:3]=[C:4]([CH:10]=[CH:11][CH:12]=1)[O:5][CH2:6][C:7]([N:33]1[CH2:32][CH2:31][C:30]2[C:35](=[CH:36][C:27]([C:25]3[CH:26]=[C:21]([N:18]4[CH2:17][CH2:16][N:15]([CH3:14])[CH2:20][CH2:19]4)[N:22]=[C:23]([NH2:37])[N:24]=3)=[CH:28][CH:29]=2)[CH2:34]1)=[O:8] |f:1.2|. Reported procedure: This compound was prepared by using procedures analogous to those described for the synthesis of Example 2 starting from (3-chlorophenoxy)acetyl chloride (Lancaster, Cat. #L18427) and 4-(4-methylpiperazin-1-yl)-6-(1,2,3,4-tetrahydroisoquinolin-7-yl)pyrimidin-2-amine HCl salt. Analytic LCMS (M+H)+: m/z=493.2/495.1. Yields the product ClC=1C=C(OCC(=O)N2CC3=CC(=CC=C3CC2)C2=NC(=NC(=C2)N2CCN(CC2)C)N)C=CC1 (4-{2-[(3-Chlorophenoxy)acetyl]-1,2,3,4-tetrahydroisoquinolin-7-yl}-6-(4-methylpiperazin-1-yl)pyrimidin-2-amine). The reactants are ClC=1C=C(OCC(=O)Cl)C=CC1 ((3-chlorophenoxy)acetyl chloride), Cl.CN1CCN(CC1)C1=NC(=NC(=C1)C1=CC=C2CCNCC2=C1)N (4-(4-methylpiperazin-1-yl)-6-(1,2,3,4-tetrahydroisoquinolin-7-yl)pyrimidin-2-amine HCl salt). Starting materials: CC=1CC(N(N1)C1=CC=CC=C1)=O (5-methyl-2-phenyl-2,4-dihydro-3-pyrazolone), C(OC)(OC)OC (trimethyl orthoformate), COC=1C(=CC=CC1)N (o-anisidine), CO (methanol). The solvent is C(C)(=O)O (acetic acid). Product: COC1=C(C=CC=C1)NC=C1C(N(N=C1C)C1=CC=CC=C1)=O (4-(2-Methoxyphenylaminomethylene)-5-methyl-2-phenyl-2,4-dihydro-3-pyrazolone). RXN SMILES: [CH3:1][C:2]1[CH2:3][C:4](=[O:13])[N:5]([C:7]2[CH:12]=[CH:11][CH:10]=[CH:9][CH:8]=2)[N:6]=1.[CH:14](OC)(OC)OC.[CH3:21][O:22][C:23]1[C:24]([NH2:29])=[CH:25][CH:26]=[CH:27][CH:28]=1.CO>C(O)(=O)C>[CH3:21][O:22][C:23]1[CH:28]=[CH:27][CH:26]=[CH:25][C:24]=1[NH:29][CH:14]=[C:3]1[C:2]([CH3:1])=[N:6][N:5]([C:7]2[CH:8]=[CH:9][CH:10]=[CH:11][CH:12]=2)[C:4]1=[O:13]. Procedure: 2 g of 5-methyl-2-phenyl-2,4-dihydro-3-pyrazolone, 188 ml of trimethyl orthoformate and 1.29 ml of o-anisidine are heated with stirring in 5 ml of glacial acetic acid at 70° C. for 2 h. The reaction mixture is cooled and 10 ml of methanol are added. The precipitate which has separated out is filtered off with suction and recrystallized from ethyl acetate. Reported procedure: 15.00 g (28.84 mmol) of 2-amino-6-({(2-(4-chlorophenyl)-1,3-thiazol-4-yl)methyl}sulfanyl)-4-(4-(2-hydroxyethoxy)phenyl)pyridine-3,5-dicarbonitrile (Example 1A) were initially charged in 200 ml of acetonitrile, and 6.76 g (57.69 mmol) of isopentyl nitrite and 7.76 g (57.69 mmol) of copper(II) chloride were added. The mixture was stirred at 70° C. for 6 h. After cooling to RT, 750 ml of 1N hydrochloric acid were added and the mixture was stirred for 30 min. The aqueous phase was extracted three ti... Reactants: N(=O)OCCC(C)C (isopentyl nitrite), NC1=NC(=C(C(=C1C#N)C1=CC=C(C=C1)OCCO)C#N)SCC=1N=C(SC1)C1=CC=C(C=C1)Cl (2-amino-6-({(2-(4-chlorophenyl)-1,3-thiazol-4-yl)methyl}sulfanyl)-4-(4-(2-hydroxyethoxy)phenyl)pyridine-3,5-dicarbonitrile), Cl (hydrochloric acid). Run at temperature 70 celsius, time 6 hour. Reagents/catalysts: [Cu](Cl)Cl (copper(II) chloride). Run in C(C)#N (acetonitrile). Product: ClC1=NC(=C(C(=C1C#N)C1=CC=C(C=C1)OCCO)C#N)SCC=1N=C(SC1)C1=CC=C(C=C1)Cl (2-Chloro-6-({(2-(4-chlorophenyl)-1,3-thiazol-4-yl)methyl}sulfanyl)-4-(4-(2-hydroxyethoxy)phenyl)pyridine-3,5-dicarbonitrile). RXN SMILES: N[C:2]1[C:7]([C:8]#[N:9])=[C:6]([C:10]2[CH:15]=[CH:14][C:13]([O:16][CH2:17][CH2:18][OH:19])=[CH:12][CH:11]=2)[C:5]([C:20]#[N:21])=[C:4]([S:22][CH2:23][C:24]2[N:25]=[C:26]([C:29]3[CH:34]=[CH:33][C:32]([Cl:35])=[CH:31][CH:30]=3)[S:27][CH:28]=2)[N:3]=1.N(OCCC(C)C)=O.[ClH:44]>C(#N)C.[Cu](Cl)Cl>[Cl:44][C:2]1[C:7]([C:8]#[N:9])=[C:6]([C:10]2[CH:11]=[CH:12][C:13]([O:16][CH2:17][CH2:18][OH:19])=[CH:14][CH:15]=2)[C:5]([C:20]#[N:21])=[C:4]([S:22][CH2:23][C:24]2[N:25]=[C:26]([C:29]3[CH:30]=[CH:31][C:32]([Cl:35])=[CH:33][CH:34]=3)[S:27][CH:28]=2)[N:3]=1. The reactants are LiOH monohydrate, O (water), C(C)OC(=O)C=1N=NN(C1)O (1-hydroxy-1H-[1,2,3]triazole-4-carboxylic acid ethyl ester), CCO (EtOH). Conditions: time 4 hour. Product: ON1N=NC(=C1)C(=O)O (1-Hydroxy-1H-1,2,3-triazole-4-carboxylic acid), desired acid. Reaction SMILES: C([O:3][C:4]([C:6]1[N:7]=[N:8][N:9]([OH:11])[CH:10]=1)=[O:5])C.CCO.O>>[OH:11][N:9]1[CH:10]=[C:6]([C:4]([OH:5])=[O:3])[N:7]=[N:8]1. Procedure: 1-Hydroxy-1H-1,2,3-triazole-4-carboxylic acid was prepared by combining 1-hydroxy-1H-[1,2,3]triazole-4-carboxylic acid ethyl ester (2.0 g, 13 mmol), EtOH (25 mL, 430 mmol), and a pre-dissolved solution of LiOH monohydrate (1.6 g, 38.2 mmol) and water (10 mL, 600 mmol). The mixture was stirred at room temperature for 4 hours, then partially concentrated and acidified with HCl to cause precipitation. The solid was filtered and dried under vacuum to give 1.3 g of the desired acid. Reactants: C(C=C)Br (allylbromide), FC1=CC(=C(C=C1)O)OC (4-fluoro-2-methoxyphenol), [H-].[Na+] (NaH). Solvent: CN(C)C=O (DMF), CN(C)C=O (DMF). Run at time 1 hour. Product: FC1=CC(=C(C=C1)OCC=C)OC (1-Fluoro-3-methoxy-4-[(2-propenyl)oxy]benzene). Reaction SMILES: [F:1][C:2]1[CH:7]=[CH:6][C:5]([OH:8])=[C:4]([O:9][CH3:10])[CH:3]=1.[H-].[Na+].[CH2:13](Br)[CH:14]=[CH2:15]>CN(C=O)C>[F:1][C:2]1[CH:7]=[CH:6][C:5]([O:8][CH2:15][CH:14]=[CH2:13])=[C:4]([O:9][CH3:10])[CH:3]=1 |f:1.2|. Procedure: A solution of 4-fluoro-2-methoxyphenol (27.0 g) in DMF (50 ml) was added dropwise to a mixture of 60% NaH (7.0 g) in DMF (250 ml). After stirring the reaction for 1 hour, allylbromide (21.0 ml) was added and stirring was continued for 1 hour at room temperature. The reaction was poured onto ice/water and extracted with ethyl acetate. The organic layer was separated, dried and evaporated to afford the desired compound.